This data is from the Open Reaction Database (ORD), a public repository of structured organic reaction records. The task is: describe an organic reaction: reactants, conditions, products, and yield Procedure details: To a solution of 8-fluoro-3-methyl-2,3,4,5,10,11-hexahydro-1H,9H-cyclopenta[b][1,4]diazocino[7,8,1-hi]indole (0.90 g, 3.48 mmole) in dichloroethane (200 mL) was added 1-chloroethyl chloroformate (1.5 mL, 13.8 mmole) and the mixture refluxed for 24 hours. The reaction mixture was then cooled to room temperature and the solvent removed in vacuo and replaced with methanol (200 mL) and refluxed for another 3 h. The reaction mixture was cooled to room temperature and the solvent removed in vacuo. The... Solvent: ClC(C)Cl (dichloroethane). Yields the product FC1=C2C3=C(N4C2=C(C=C1)CCNCC4)CCC3 (8-Fluoro-2,3,4,5,10,11-hexahydro-1H,9H-cyclopenta[b][1,4]diazocino[7,8,1-hi]indole). Starting materials: FC1=C2C3=C(N4C2=C(C=C1)CCN(CC4)C)CCC3 (8-fluoro-3-methyl-2,3,4,5,10,11-hexahydro-1H,9H-cyclopenta[b][1,4]diazocino[7,8,1-hi]indole), ClC(=O)OC(C)Cl (1-chloroethyl chloroformate). Isolated yield 69.4%. RXN SMILES: [F:1][C:2]1[CH:10]=[CH:9][C:8]2[CH2:11][CH2:12][N:13](C)[CH2:14][CH2:15][N:6]3[C:7]=2[C:3]=1[C:4]1[CH2:19][CH2:18][CH2:17][C:5]=13.ClC(OC(Cl)C)=O>ClC(Cl)C>[F:1][C:2]1[CH:10]=[CH:9][C:8]2[CH2:11][CH2:12][NH:13][CH2:14][CH2:15][N:6]3[C:7]=2[C:3]=1[C:4]1[CH2:19][CH2:18][CH2:17][C:5]=13. Reactants: N1C(CC2=CC=CC=C12)=O (oxindole), C(CCC)[Li] (butyllithium), BrC1=CC(=C(C=C1)CBr)CBr (4-bromo-1,2-bis(bromomethyl)benzene). Run in C1CCOC1 (THF), C1CCOC1 (THF). Run at temperature -78 celsius, time 1 hour. Yields the product BrC=1C=C2CC3(C(NC4=CC=CC=C34)=O)CC2=CC1 ((±)-5-Bromo-1,3-dihydrospiro[indene-2,3′-indol]-2′(1′H)-one). Reaction SMILES: [NH:1]1[C:9]2[C:4](=[CH:5][CH:6]=[CH:7][CH:8]=2)[CH2:3][C:2]1=[O:10].C([Li])CCC.[Br:16][C:17]1[CH:22]=[CH:21][C:20]([CH2:23]Br)=[C:19]([CH2:25]Br)[CH:18]=1>C1COCC1>[Br:16][C:17]1[CH:18]=[C:19]2[C:20](=[CH:21][CH:22]=1)[CH2:23][C:3]1([C:4]3[C:9](=[CH:8][CH:7]=[CH:6][CH:5]=3)[NH:1][C:2]1=[O:10])[CH2:25]2. Procedure details: To a solution of oxindole (363 mg, 2.73 mmol) at −78° C. in THF (15 mL) was added butyllithium (2.5 M in hexanes, 2.29 mL, 5.73 mmol) drop wise, followed by the drop wise addition of tetranethylethylenediamine (0.905 mL, 6.00 mmol). The solution was stirred for 1 h at −78° C., then a solution of 4-bromo-1,2-bis(bromomethyl)benzene [Anderson et al., J. Org. Chem. 1979, 44(9), 1519-1533] (1.87 g, 5.45 mmol) in THF (5 mL) was added drop wise. The reaction solution was stirred at −10 to −20° C. for ...